From a dataset of the Open Reaction Database (ORD), a public repository of structured organic reaction records. describe an organic reaction: reactants, conditions, products, and yield Reaction conditions: time 30 minute. The product is CN(C(=O)C1NCCN(C1)C(C1=CC(=C(C(=C1)OC)OC)OC)=O)C (N,N-dimethyl 4-(3,4,5-trimethoxybenzoyl)piperazine-2-carboxamide). Starting materials: CN(C(=O)C1N(CCN(C1)C(C1=CC(=C(C(=C1)OC)OC)OC)=O)C(=O)OC(C)(C)C)C (N,N-dimethyl 1-tert-butoxycarbonyl-4(3,4,5-trimethoxybenzoyl)piperazine-2-carboxamide). Solvent: Cl.C(C)(=O)OCC (HCl ethyl acetate). The yield is 96.4%. Procedure details: A mixture of N,N-dimethyl 1-tert-butoxycarbonyl-4(3,4,5-trimethoxybenzoyl)piperazine-2-carboxamide (2.0 g) and 3N HCl - ethyl acetate (20 ml) is stirred for 30 minutes at room temperature. The reaction mixture is concentrated, and the concentrate is poured into a saturated aqueous solution of potassium carbonate, followed by extraction with dichloromethane. The organic layer is dried and concentrated to afford N,N-dimethyl 4-(3,4,5-trimethoxybenzoyl)piperazine-2-carboxamide (1.5 g) as colorless ... As a reaction SMILES: [CH3:1][N:2]([CH3:32])[C:3]([CH:5]1[CH2:10][N:9]([C:11](=[O:24])[C:12]2[CH:17]=[C:16]([O:18][CH3:19])[C:15]([O:20][CH3:21])=[C:14]([O:22][CH3:23])[CH:13]=2)[CH2:8][CH2:7][N:6]1C(OC(C)(C)C)=O)=[O:4]>Cl.C(OCC)(=O)C>[CH3:32][N:2]([CH3:1])[C:3]([CH:5]1[CH2:10][N:9]([C:11](=[O:24])[C:12]2[CH:13]=[C:14]([O:22][CH3:23])[C:15]([O:20][CH3:21])=[C:16]([O:18][CH3:19])[CH:17]=2)[CH2:8][CH2:7][NH:6]1)=[O:4] |f:1.2|. Starting materials: F[B-](F)(F)F, CN(C)C=O, CC(C)N1CCN(C(=O)c2ccc3[nH]c(C(=O)O)cc3c2)CC1, CCN(C(C)C)C(C)C, Cl, FC1(F)CCNCC1, CN(C)C(On1nnc2ccccc21)=[N+](C)C. The product is CC(C)N1CCN(C(=O)c2ccc3[nH]c(C(=O)N4CCC(F)(F)CC4)cc3c2)CC1. Reaction SMILES: [B-:25]([F:26])([F:27])([F:28])[F:29].[CH3:64][N:65]([CH3:66])[CH:67]=[O:68].[CH:1]([CH3:2])([CH3:3])[N:4]1[CH2:5][CH2:6][N:7]([C:10](=[O:11])[c:12]2[cH:13][c:14]3[cH:15][c:16]([C:21](=[O:22])[OH:23])[nH:17][c:18]3[cH:19][cH:20]2)[CH2:8][CH2:9]1.[CH:55]([N:56]([CH2:57][CH3:58])[CH:59]([CH3:60])[CH3:61])([CH3:62])[CH3:63].[ClH:24].[F:47][C:48]1([F:54])[CH2:49][CH2:50][NH:51][CH2:52][CH2:53]1.[n:30]1([O:31][C:32]([N:33]([CH3:34])[CH3:35])=[N+:36]([CH3:37])[CH3:38])[c:39]2[cH:40][cH:41][cH:42][cH:43][c:44]2[n:45][n:46]1>>[CH:1]([CH3:2])([CH3:3])[N:4]1[CH2:5][CH2:6][N:7]([C:10](=[O:11])[c:12]2[cH:13][c:14]3[cH:15][c:16]([C:21](=[O:22])[N:51]4[CH2:50][CH2:49][C:48]([F:47])([F:54])[CH2:53][CH2:52]4)[nH:17][c:18]3[cH:19][cH:20]2)[CH2:8][CH2:9]1. The reactants are FC=1C=C(C=CC1)C1=C(C(NC2=CC=C(C=C12)OC)=O)C#N (4-(3-fluorophenyl)-6-methoxy-2-oxo-1,2-dihydroquinoline-3-carbonitrile), [H-].[Na+] (sodium hydride), CS(=O)(=O)OCC1=NC=NN1C ((1-Methyl-1H-1,2,4-triazol-5-yl)methyl methanesulfonate), [Br-].[Li+] (lithium bromide). The solvent is COCCOC (1,2-dimethoxyethane), CN(C=O)C (N,N-dimethylformamide), CN(C=O)C (N,N-dimethylformamide). Reaction conditions: time 10 minute. The product is FC=1C=C(C=CC1)C1=C(C(N(C2=CC=C(C=C12)OC)CC1=NC=NN1C)=O)C#N (4-(3-Fluorophenyl)-6-methoxy-1-[(1-methyl-1H-1,2,4-triazol-5-yl)methyl]-2-oxo-1,2-dihydroquinoline-3-carbonitrile). As a reaction SMILES: [F:1][C:2]1[CH:3]=[C:4]([C:8]2[C:17]3[C:12](=[CH:13][CH:14]=[C:15]([O:18][CH3:19])[CH:16]=3)[NH:11][C:10](=[O:20])[C:9]=2[C:21]#[N:22])[CH:5]=[CH:6][CH:7]=1.[H-].[Na+].[Br-].[Li+].CS(O[CH2:32][C:33]1[N:37]([CH3:38])[N:36]=[CH:35][N:34]=1)(=O)=O>COCCOC.CN(C)C=O>[F:1][C:2]1[CH:3]=[C:4]([C:8]2[C:17]3[C:12](=[CH:13][CH:14]=[C:15]([O:18][CH3:19])[CH:16]=3)[N:11]([CH2:32][C:33]3[N:37]([CH3:38])[N:36]=[CH:35][N:34]=3)[C:10](=[O:20])[C:9]=2[C:21]#[N:22])[CH:5]=[CH:6][CH:7]=1 |f:1.2,3.4|. Procedure: To a solution of 4-(3-fluorophenyl)-6-methoxy-2-oxo-1,2-dihydroquinoline-3-carbonitrile (46.0 mg, 0.156 mmol) in 2 mL of 1,2-dimethoxyethane and 0.5 mL of N,N-dimethylformamide at 0° C. was added sodium hydride (8.0 mg of 60% dispersion in mineral oil, 0.23 mmol). After 10 minutes, lithium bromide was added (27 mg, 0.31 mmol), and the reaction was stirred for one hour. A solution of (1-Methyl-1H-1,2,4-triazol-5-yl)methyl methanesulfonate (33 mg, 0.17 mmol) in 0.5 mL of N,N-dimethylformamide was ... Starting materials: N(C1=CC=CC=C1)\C(\C1=CC(=CC=C1)C#N)=C\1/C(NC2=CC(=C(C=C12)OC)OC)=O (3-(Z)-[1-anilino-1-(3-cyanophenyl)-methylidene]-5,6-dimethoxy-2-indolinone), C(Cl)Cl (methylene chloride). Reagents/catalysts: [Ni] (Raney nickel). The solvent is N (ammonia). Conditions: time 2 hour. The product is N(C1=CC=CC=C1)\C(\C1=CC(=CC=C1)CN)=C\1/C(NC2=CC(=C(C=C12)OC)OC)=O (3-(Z)-[1-anilino-1-(3-aminomethyl-phenyl)-methylidene]-5,6-dimethoxy-2-indolinone). As a reaction SMILES: [NH:1](/[C:8](=[C:17]1\[C:18](=[O:30])[NH:19][C:20]2[C:25]\1=[CH:24][C:23]([O:26][CH3:27])=[C:22]([O:28][CH3:29])[CH:21]=2)/[C:9]1[CH:14]=[CH:13][CH:12]=[C:11]([C:15]#[N:16])[CH:10]=1)[C:2]1[CH:7]=[CH:6][CH:5]=[CH:4][CH:3]=1.C(Cl)Cl>N.[Ni]>[NH:1](/[C:8](=[C:17]1\[C:18](=[O:30])[NH:19][C:20]2[C:25]\1=[CH:24][C:23]([O:26][CH3:27])=[C:22]([O:28][CH3:29])[CH:21]=2)/[C:9]1[CH:14]=[CH:13][CH:12]=[C:11]([CH2:15][NH2:16])[CH:10]=1)[C:2]1[CH:7]=[CH:6][CH:5]=[CH:4][CH:3]=1. Reported procedure: 0.8 g of 3-(Z)-[1-anilino-1-(3-cyanophenyl)-methylidene]-5,6-dimethoxy-2-indolinone are dissolved in 50 ml of methanolic ammonia and 30 ml of methylene chloride are added. After the addition of 500 mg of Raney nickel the mixture is hydrogenated for 2 hours at ambient temperature at a pressure of 50 psi. After the end of the reaction the catalyst is filtered off and the filtrate is concentrated by evaporation. The residue is separated over a silica gel column with methylene chloride/methanol (5:1... Reactants: [Al+3], CCCCCCCCCCCc1nnc2n1-c1sc(CC)cc1C(c1ccc(OC)cc1)=NC2, CCCCS, [Cl-], [Cl-], [Cl-], ClCCl. Product: CCCCCCCCCCCc1nnc2n1-c1sc(CC)cc1C(c1ccc(O)cc1)=NC2. As a reaction SMILES: [Al+3:2].[CH2:10]([CH3:11])[c:12]1[cH:13][c:14]2[c:20]([s:21]1)-[n:19]1[c:18]([n:24][n:23][c:22]1[CH2:25][CH2:26][CH2:27][CH2:28][CH2:29][CH2:30][CH2:31][CH2:32][CH2:33][CH2:34][CH3:35])[CH2:17][N:16]=[C:15]2[c:36]1[cH:37][cH:38][c:39]([O:42][CH3:43])[cH:40][cH:41]1.[CH2:5]([SH:6])[CH2:7][CH2:8][CH3:9].[Cl-:1].[Cl-:3].[Cl-:4].[Cl:44][CH2:45][Cl:46]>>[CH2:10]([CH3:11])[c:12]1[cH:13][c:14]2[c:20]([s:21]1)-[n:19]1[c:18]([n:24][n:23][c:22]1[CH2:25][CH2:26][CH2:27][CH2:28][CH2:29][CH2:30][CH2:31][CH2:32][CH2:33][CH2:34][CH3:35])[CH2:17][N:16]=[C:15]2[c:36]1[cH:37][cH:38][c:39]([OH:42])[cH:40][cH:41]1. Reactants: CC(CN)(C)C1=NC(=NN1)C1=CC=CC=C1 (2-methyl-2-(3-phenyl-1H-1,2,4-triazol-5-yl)propan-1-amine), FC(C1=NC(=NO1)C=1C=NC=C(C(=O)O)C1)(F)F (5-(5-(trifluoromethyl)-1,2,4-oxadiazol-3-yl)nicotinic acid). The product is CC(CNC(C1=CN=CC(=C1)C1=NOC(=N1)C(F)(F)F)=O)(C)C1=NC(=NN1)C1=CC=CC=C1 (N-(2-Methyl-2-(3-phenyl-1H-1,2,4-triazol-5-yl)propyl)-5-(5-(trifluoromethyl)-1,2,4-oxadiazol-3-yl)nicotinamide). Isolated yield 23.0%. RXN SMILES: [CH3:1][C:2]([C:6]1[NH:10][N:9]=[C:8]([C:11]2[CH:16]=[CH:15][CH:14]=[CH:13][CH:12]=2)[N:7]=1)([CH3:5])[CH2:3][NH2:4].[F:17][C:18]([F:34])([F:33])[C:19]1[O:23][N:22]=[C:21]([C:24]2[CH:25]=[N:26][CH:27]=[C:28]([CH:32]=2)[C:29](O)=[O:30])[N:20]=1>>[CH3:5][C:2]([C:6]1[NH:10][N:9]=[C:8]([C:11]2[CH:16]=[CH:15][CH:14]=[CH:13][CH:12]=2)[N:7]=1)([CH3:1])[CH2:3][NH:4][C:29](=[O:30])[C:28]1[CH:32]=[C:24]([C:21]2[N:20]=[C:19]([C:18]([F:34])([F:33])[F:17])[O:23][N:22]=2)[CH:25]=[N:26][CH:27]=1. Procedure details: This compound was synthesized from 2-methyl-2-(3-phenyl-1H-1,2,4-triazol-5-yl)propan-1-amine and 5-(5-(trifluoromethyl)-1,2,4-oxadiazol-3-yl)nicotinic acid as described in example 8 step 6 (20 mg, yield 23%). 1H NMR (400 MHz, MeOD) δ 9.37 (m, 1H), 9.16 (m, 1H), 8.84-8.13 (m, 1H), 8.02-7.99 (m, 2H), 7.48-7.42 (m, 3H), 3.77 (s, 2H), 1.54 (m, 6H). MS (ESI) m/z: Calculated for C21H18F3N7O2: 457.15. found: 458.2 (M+H)+. Reactants: FC1=CC=C(C=C1)NC=1C=NN(C1C(=O)O)C (4-[(4-fluorophenyl)amino]-1-methyl-1H-pyrazole-5-carboxylic acid). Run in P(=O)(Cl)(Cl)Cl (phosphorus oxychloride). Yields the product FC1=CC=2C(C3=C(NC2C=C1)C=NN3C)=O (7-FLUORO-1-METHYL-1,4-DIHYDRO-9H-PYRAZOLO[4,3-b]QUINOLIN-9-ONE). Yield: 37.9%. RXN SMILES: [F:1][C:2]1[CH:7]=[CH:6][C:5]([NH:8][C:9]2[CH:10]=[N:11][N:12]([CH3:17])[C:13]=2[C:14]([OH:16])=O)=[CH:4][CH:3]=1>P(Cl)(Cl)(Cl)=O>[F:1][C:2]1[CH:3]=[CH:4][C:5]2[NH:8][C:9]3[CH:10]=[N:11][N:12]([CH3:17])[C:13]=3[C:14](=[O:16])[C:6]=2[CH:7]=1. Reported procedure: A suspension of 4-[(4-fluorophenyl)amino]-1-methyl-1H-pyrazole-5-carboxylic acid (EXAMPLE 1, step 1, 280 mg, 1.19 mmol) in phosphorus oxychloride (6 ml) was refluxed for 3 h. After cooling to room temperature, the mixture was concentrated and dried in vacuo. The residue was dissolved in 50% aqueous acetic acid (6 ml) and refluxed for 8 h. After cooling to room temperature, the mixture was diluted with ethyl acetate (200 ml), washed with saturated aqueous sodium bicarbonate (100 ml) and dried ove... The reactants are IC (iodomethane), [H-].[Na+] (sodium hydride), oil, BrC=1C(=NNC1C(OC)OC)C=1SC=CN1 (2-[4-bromo-5-(dimethoxymethyl)-1H-pyrazol-3-yl]-1,3-thiazole), O (Water). Solvent: CN(C=O)C (dimethylformamide). Run at time 10 minute. Yields the product BrC=1C(=NN(C1C(OC)OC)C)C=1SC=CN1 (2-[4-bromo-5-(dimethoxymethyl)-1-methyl-1H-pyrazol-3-yl]-1,3-thiazole). The yield is 62.2%. Reaction SMILES: [H-].[Na+].[Br:3][C:4]1[C:5]([C:14]2[S:15][CH:16]=[CH:17][N:18]=2)=[N:6][NH:7][C:8]=1[CH:9]([O:12][CH3:13])[O:10][CH3:11].I[CH3:20].O>CN(C)C=O>[Br:3][C:4]1[C:5]([C:14]2[S:15][CH:16]=[CH:17][N:18]=2)=[N:6][N:7]([CH3:20])[C:8]=1[CH:9]([O:12][CH3:13])[O:10][CH3:11] |f:0.1|. Reported procedure: Under a nitrogen atmosphere, sodium hydride 60% in oil (0.236 g, 5.92 mmol) was added portionwise to a solution of 2-[4-bromo-5-(dimethoxymethyl)-1H-pyrazol-3-yl]-1,3-thiazole (8c) (900 mg, 2.96 mmol) in dry dimethylformamide (5 mL). After 10 minutes stirring, iodomethane (0.28 mL, 4.44 mmol) was added and the reaction mixture was stirred at room temperature for 40 minutes. Water (15 mL) was added and the mixture was extracted with ethyl acetate (2×15 mL). The organic layer was washed with brine...